This data is from the Open Reaction Database (ORD), a public repository of structured organic reaction records. The task is: describe an organic reaction: reactants, conditions, products, and yield Starting materials: NC1=CC=C(C=C1)C(CN1C(=NC(C1=O)(C1=CC=CC=C1)C1=CC=CC=C1)C)=O (3-[2-(4-amino-phenyl)-2-oxo-ethyl]-2-methyl-5,5-diphenyl-3,5-dihydro-imidazol-4-one), COC1=C(C(=O)Cl)C=CC=C1 (2-methoxy-benzoyl chloride). Product: COC1=C(C(=O)NC2=CC=C(C=C2)C(CN2C(=NC(C2=O)(C2=CC=CC=C2)C2=CC=CC=C2)C)=O)C=CC=C1 (2-methoxy-N-{4-[2-(2-methyl-5-oxo-4,4-diphenyl-4,5-dihydro-imidazol-1-yl)-acetyl]-phenyl}-benzamide). RXN SMILES: [NH2:1][C:2]1[CH:7]=[CH:6][C:5]([C:8](=[O:29])[CH2:9][N:10]2[C:14](=[O:15])[C:13]([C:22]3[CH:27]=[CH:26][CH:25]=[CH:24][CH:23]=3)([C:16]3[CH:21]=[CH:20][CH:19]=[CH:18][CH:17]=3)[N:12]=[C:11]2[CH3:28])=[CH:4][CH:3]=1.[CH3:30][O:31][C:32]1[CH:40]=[CH:39][CH:38]=[CH:37][C:33]=1[C:34](Cl)=[O:35]>>[CH3:30][O:31][C:32]1[CH:40]=[CH:39][CH:38]=[CH:37][C:33]=1[C:34]([NH:1][C:2]1[CH:3]=[CH:4][C:5]([C:8](=[O:29])[CH2:9][N:10]2[C:14](=[O:15])[C:13]([C:22]3[CH:23]=[CH:24][CH:25]=[CH:26][CH:27]=3)([C:16]3[CH:21]=[CH:20][CH:19]=[CH:18][CH:17]=3)[N:12]=[C:11]2[CH3:28])=[CH:6][CH:7]=1)=[O:35]. Procedure: Synthesis in analogy to Example 8 starting from 3-[2-(4-amino-phenyl)-2-oxo-ethyl]-2-methyl-5,5-diphenyl-3,5-dihydro-imidazol-4-one and 2-methoxy-benzoyl chloride to yield 2-methoxy-N-{4-[2-(2-methyl-5-oxo-4,4-diphenyl-4,5-dihydro-imidazol-1-yl)-acetyl]-phenyl}-benzamide. LC/MS at 254 nm; [M+H] 518; Rt 3.772 min. Reactants: Clc1ncc(Br)cn1, COc1ccccc1Oc1c(NS(=O)(=O)c2ccc(C(C)(C)C)cc2)ncnc1OCC#CCO, C1CCOC1, [H-], [Na+]. Yields the product COc1ccccc1Oc1c(NS(=O)(=O)c2ccc(C(C)(C)C)cc2)ncnc1OCC#CCOc1ncc(Br)cn1. As a reaction SMILES: [Br:38][c:39]1[cH:40][n:41][c:42]([Cl:45])[n:43][cH:44]1.[C:3]([CH3:4])([CH3:5])([CH3:6])[c:7]1[cH:8][cH:9][c:10]([S:13](=[O:14])(=[O:15])[NH:16][c:17]2[n:18][cH:19][n:20][c:21]([O:32][CH2:33][C:34]#[C:35][CH2:36][OH:37])[c:22]2[O:23][c:24]2[c:25]([O:30][CH3:31])[cH:26][cH:27][cH:28][cH:29]2)[cH:11][cH:12]1.[CH2:46]1[O:47][CH2:48][CH2:49][CH2:50]1.[H-:1].[Na+:2]>>[C:3]([CH3:4])([CH3:5])([CH3:6])[c:7]1[cH:8][cH:9][c:10]([S:13](=[O:14])(=[O:15])[NH:16][c:17]2[n:18][cH:19][n:20][c:21]([O:32][CH2:33][C:34]#[C:35][CH2:36][O:37][c:42]3[n:41][cH:40][c:39]([Br:38])[cH:44][n:43]3)[c:22]2[O:23][c:24]2[c:25]([O:30][CH3:31])[cH:26][cH:27][cH:28][cH:29]2)[cH:11][cH:12]1. Starting materials: C=CC (propylene), glass-lined, Teflon, C1CC(OC1)N2C=C(C(=O)NC2=O)F (TS-1), CO (methanol). The reagents and catalysts are [Ti] (titanium). Run at temperature 37 celsius. Yields the product mixture, CC(C1=CC=CC=C1)O (alpha-methyl benzyl alcohol). RXN SMILES: [CH2:1]1[CH2:5][O:4][CH:3](N2C(=O)NC(=O)C(F)=C2)[CH2:2]1.[CH2:15]=[CH:16][CH3:17].[CH3:18]O>[Ti]>[CH3:18][CH:5]([OH:4])[C:1]1[CH:2]=[CH:3][CH:17]=[CH:16][CH:15]=1. Procedure details: A 300 ml glass-lined autoclave equipped with a Teflon stir shaft and blade and thermowell was charged with methanol (25 ml) and "TS-1" titanium silicalite catalyst (0.73g), followed by liquid propylene (16 mL; 0.20 mole). The autoclave was heated to 37° C. by means of an external coil attached to a circulating bath. A crude oxidant mixture (100 mL) obtained by air oxidation of alpha-methyl benzyl alcohol and containing 5.15 weight percent hydrogen peroxide was charged to an Isco pump and added t... Starting materials: C(CCCCCC)NS(=O)(=O)CCCC=CCC[C@H]1[C@H]2[C@@H]3CC[C@@H]([C@@]3(C)CC[C@@H]2C=2C=CC(=CC2C1)O)O (N-heptyl-7-(3,17β-dihydroxy-oestra-1,3,5(10)-trien-7α-yl)hept-4-enesulphonamide). The reagents and catalysts are [Pd] (palladium-on-charcoal). The solvent is C(C)(=O)OCC (ethyl acetate). The product is C(CCCCCC)NS(=O)(=O)CCCCCCC[C@H]1[C@H]2[C@@H]3CC[C@@H]([C@@]3(C)CC[C@@H]2C=2C=CC(=CC2C1)O)O (N-heptyl-7-(3,17β-dihydroxyoestra-1,3,5(10)-trien-7α-yl)heptanesulphonamide). As a reaction SMILES: [CH2:1]([NH:8][S:9]([CH2:12][CH2:13][CH2:14][CH:15]=[CH:16][CH2:17][CH2:18][C@@H:19]1[CH2:36][C:35]2[CH:34]=[C:33]([OH:37])[CH:32]=[CH:31][C:30]=2[C@@H:29]2[C@@H:20]1[C@H:21]1[C@@:25]([CH2:27][CH2:28]2)([CH3:26])[C@@H:24]([OH:38])[CH2:23][CH2:22]1)(=[O:11])=[O:10])[CH2:2][CH2:3][CH2:4][CH2:5][CH2:6][CH3:7]>C(OCC)(=O)C.[Pd]>[CH2:1]([NH:8][S:9]([CH2:12][CH2:13][CH2:14][CH2:15][CH2:16][CH2:17][CH2:18][C@@H:19]1[CH2:36][C:35]2[CH:34]=[C:33]([OH:37])[CH:32]=[CH:31][C:30]=2[C@@H:29]2[C@@H:20]1[C@H:21]1[C@@:25]([CH2:27][CH2:28]2)([CH3:26])[C@@H:24]([OH:38])[CH2:23][CH2:22]1)(=[O:11])=[O:10])[CH2:2][CH2:3][CH2:4][CH2:5][CH2:6][CH3:7]. Procedure: A solution of N-heptyl-7-(3,17β-dihydroxy-oestra-1,3,5(10)-trien-7α-yl)hept-4-enesulphonamide (Example 36; 0.04 g.) in ethyl acetate (10 ml.) was stirred with a 10% palladium-on-charcoal catalyst (0.01 g.) at laboratory temperature for 90 minutes and then filtered, and the filtrate was evaporated to dryness. There was thus obtained as residual oil N-heptyl-7-(3,17β-dihydroxyoestra-1,3,5(10)-trien-7α-yl)heptanesulphonamide, the structure of which was confirmed by proton magnetic resonance and mas... Starting materials: C(C)(C)OC(=O)OC=1C=C(C=CC1OC(=O)OC(C)C)C[C@@H](C(=O)O[C@@H](COC(=O)C1=CC=CC=C1)C)NC(=O)OC(C)(C)C ((1R)-1-Methyl-2-phenylcarbonyloxyethyl(2S)-3-[3,4-Bis(isopropoxycarbonyloxy)phenyl]-2-[(tert-butoxy)carbonylamino]propanoate), Cl (HCl). Solvent: O1CCOCC1 (dioxane). Run at time 60 minute. The product is Cl.N[C@H](C(=O)O[C@@H](COC(=O)C1=CC=CC=C1)C)CC1=CC(=C(C=C1)OC(=O)OC(C)C)OC(=O)OC(C)C ((1R)-1-Methyl-2-phenylcarbonyloxyethyl(2S)-2-Amino-3-[3,4-bis(isopropoxycarbonyloxy)phenyl]propanoate Hydrochloride). Yield: 100.0%. Reaction SMILES: [CH:1]([O:4][C:5]([O:7][C:8]1[CH:9]=[C:10]([CH2:21][C@H:22]([NH:38]C(OC(C)(C)C)=O)[C:23]([O:25][C@H:26]([CH3:37])[CH2:27][O:28][C:29]([C:31]2[CH:36]=[CH:35][CH:34]=[CH:33][CH:32]=2)=[O:30])=[O:24])[CH:11]=[CH:12][C:13]=1[O:14][C:15]([O:17][CH:18]([CH3:20])[CH3:19])=[O:16])=[O:6])([CH3:3])[CH3:2].[ClH:46]>O1CCOCC1>[ClH:46].[NH2:38][C@@H:22]([CH2:21][C:10]1[CH:11]=[CH:12][C:13]([O:14][C:15]([O:17][CH:18]([CH3:20])[CH3:19])=[O:16])=[C:8]([O:7][C:5]([O:4][CH:1]([CH3:3])[CH3:2])=[O:6])[CH:9]=1)[C:23]([O:25][C@H:26]([CH3:37])[CH2:27][O:28][C:29]([C:31]1[CH:36]=[CH:35][CH:34]=[CH:33][CH:32]=1)=[O:30])=[O:24] |f:3.4|. Procedure: (1R)-1-Methyl-2-phenylcarbonyloxyethyl(2S)-3-[3,4-bis(isopropoxycarbonyloxy)phenyl]-2-[(tert-butoxy)carbonylamino]propanoate (9) (1.06 g, 1.63 mmol) was dissolved in 10 mL of 4M HCl in dioxane. The reaction mixture was stirred at room temperature for 60 min. Dioxane was evaporated completely under reduced pressure. The resulting white solid was dissolved in water (15 mL) and washed with methyl tert-butyl ether. The aqueous phase was collected and mixed with acetonitrile (10 mL). Lyophilization g... Starting materials: COC(CC(CC(CCC#CC1=C(C=CC=C1)SC)(O)C1CCCC1)=O)=O (5-cyclopentyl-5-hydroxy-9-(2-methylsulfanyl-phenyl)-3-oxo-non-8-ynoic acid methyl ester), COC(CC(CC(CCC#CC1=C(C=C(C(=C1)C)O)C)(O)C1CCCC1)=O)=O (5-cyclopentyl-5-hydroxy-9-(4-hydroxy-2,5-dimethyl-phenyl)-3-oxo-non-8-ynoic acid methyl ester). Product: C1(CCCC1)C1(CC(CC(O1)=O)=O)CCC#CC1=C(C=CC=C1)SC (6-Cyclopentyl-6-[4-(2-methylsulfanyl-phenyl)-but-3-ynyl]-dihydro-pyran-2,4-dione). RXN SMILES: C[O:2][C:3](=[O:27])[CH2:4][C:5](=[O:26])[CH2:6][C:7]([CH:21]1[CH2:25][CH2:24][CH2:23][CH2:22]1)(O)[CH2:8][CH2:9][C:10]#[C:11][C:12]1[CH:17]=[CH:16][CH:15]=[CH:14][C:13]=1[S:18][CH3:19].COC(=O)CC(=O)CC(C1CCCC1)(O)CCC#CC1C=C(C)C(O)=CC=1C>>[CH:21]1([C:7]2([CH2:8][CH2:9][C:10]#[C:11][C:12]3[CH:17]=[CH:16][CH:15]=[CH:14][C:13]=3[S:18][CH3:19])[O:27][C:3](=[O:2])[CH2:4][C:5](=[O:26])[CH2:6]2)[CH2:22][CH2:23][CH2:24][CH2:25]1. Reported procedure: The desired product was prepared analogously to example F(1), substituting 5-cyclopentyl-5-hydroxy-9-(2-methylsulfanyl-phenyl)-3-oxo-non-8-ynoic acid methyl ester (43 mg, 0.11 mmol) from Step 2 below in place of 5-cyclopentyl-5-hydroxy-9-(4-hydroxy-2,5-dimethyl-phenyl)-3-oxo-non-8-ynoic acid methyl ester. Yield: 38 mg, 97%. The reactants are Cl (HCl), COC1=CC2=C(CC(O2)CN2CCC(CC2)(O)CC2=CC=C(C=C2)C)C=C1 ((RS)-1-(6-methoxy-2,3-dihydro-benzofuran-2-ylmethyl)-4-(4-methyl-benzyl)-piperidin-4-ol), B(Br)(Br)Br.C(Cl)Cl (BBr3 CH2Cl2), C(=O)(O)[O-].[Na+] (NaHCO3), Cl.OC1=CC2=C(CC(O2)CN2CCC(CC2)(O)C(C2=CC=CC=C2)C)C=C1 ((RS)-1-(6-hydroxy-2,3-dihydro-benzofuran-2-ylmethyl)-4-(methyl-benzyl)-piperidin-4-ol hydrochloride). Solvent: CO (MeOH), CO (MeOH), C(Cl)Cl (CH2Cl2). Conditions: temperature -8 celsius, time 30 minute. The product is Cl.OC1=CC2=C(CC(O2)CN2CCC(CC2)(O)CC2=CC=C(C=C2)C)C=C1 ((RS)-1-(6-Hydroxy-2,3-dihydro-benzofuran-2-ylmethyl)-4-(4-methyl-benzyl)-piperidin-4-ol Hydrochloride). RXN SMILES: C[O:2][C:3]1[CH:27]=[CH:26][C:6]2[CH2:7][CH:8]([CH2:10][N:11]3[CH2:16][CH2:15][C:14]([CH2:18][C:19]4[CH:24]=[CH:23][C:22]([CH3:25])=[CH:21][CH:20]=4)([OH:17])[CH2:13][CH2:12]3)[O:9][C:5]=2[CH:4]=1.B(Br)(Br)Br.C(Cl)[Cl:33].C([O-])(O)=O.[Na+].Cl.Cl.OC1C=CC2CC(CN3CCC(C(C)C4C=CC=CC=4)(O)CC3)OC=2C=1>C(Cl)Cl.CO>[ClH:33].[OH:2][C:3]1[CH:27]=[CH:26][C:6]2[CH2:7][CH:8]([CH2:10][N:11]3[CH2:12][CH2:13][C:14]([CH2:18][C:19]4[CH:20]=[CH:21][C:22]([CH3:25])=[CH:23][CH:24]=4)([OH:17])[CH2:15][CH2:16]3)[O:9][C:5]=2[CH:4]=1 |f:1.2,3.4,6.7,10.11|. Procedure details: (RS)-1-(6-methoxy-2,3-dihydro-benzofuran-2-ylmethyl)-4-(4-methyl-benzyl)-piperidin-4-ol (1.24g, 3.37 mmol) dissolved in 35 ml of CH2Cl2 was cooled to −8° C. and 1M BBr3—CH2Cl2 solution (6.8 ml, 2 eq.) was added dropwise under argon. The violet suspension was allowed to warm to room temperature and then stirred for 30 minutes. The reaction was then cooled to 0° C. and MeOH (9 ml) was added to quench the reaction, followed by satd. NaHCO3 (50 ml). The organic phase was separated and the aqueous ph... Reactants: BrC1=C(C=C(S1)C(=O)OCC)[N+](=O)[O-] (ethyl 5-bromo-4-nitrothiophene-2-carboxylate). The solvent is CO (MeOH). Product: NC=1C=C(SC1)C(=O)OCC (ethyl 4-aminothiophene-2-carboxylate). RXN SMILES: Br[C:2]1[S:6][C:5]([C:7]([O:9][CH2:10][CH3:11])=[O:8])=[CH:4][C:3]=1[N+:12]([O-])=O>CO>[NH2:12][C:3]1[CH:4]=[C:5]([C:7]([O:9][CH2:10][CH3:11])=[O:8])[S:6][CH:2]=1. Procedure: A solution of ethyl 5-bromo-4-nitrothiophene-2-carboxylate (Int. 40) (500 mg, 1.785 mmol) in MeOH (35 ml) was hydrogenated in a continuous-flow hydrogenation reactor (H-Cube apparatus) (flow rate: 1.0 ml/min, Temp: 50° C., H2 pressure: 20 bar). The solvent was evaporated affording ethyl 4-aminothiophene-2-carboxylate (Int. 41) which was used without any additional purification (350 mg, MS/ESI+172.1 [MH]+). Reaction conditions: temperature 110 celsius. Reaction SMILES: [CH2:1]([O:4][C@H:5]1[C:13]2[C:8](=[CH:9][C:10]([O:14][CH3:15])=[CH:11][CH:12]=2)[C@@H:7]([NH:16][CH2:17][C@@H:18]([OH:40])[C@@H:19]([NH:29]C(=O)OCC2C=CC=CC=2)[CH2:20][C:21]2[CH:26]=[C:25]([F:27])[CH:24]=[C:23]([F:28])[CH:22]=2)[CH2:6]1)[CH:2]=[CH2:3]>COCCOC.O>[CH2:1]([O:4][C@H:5]1[C:13]2[C:8](=[CH:9][C:10]([O:14][CH3:15])=[CH:11][CH:12]=2)[C@@H:7]([NH:16][CH2:17][C@@H:18]([OH:40])[C@@H:19]([NH2:29])[CH2:20][C:21]2[CH:22]=[C:23]([F:28])[CH:24]=[C:25]([F:27])[CH:26]=2)[CH2:6]1)[CH:2]=[CH2:3] |f:1.2|. Product: C(C=C)O[C@@H]1C[C@@H](C2=CC(=CC=C12)OC)NC[C@H]([C@H](CC1=CC(=CC(=C1)F)F)N)O ((2R,3S)-1-((1S,3R)-3-(Allyloxy)-6-methoxy-2,3-dihydro-1H-inden-1-ylamino)-3-amino-4-(3,5-difluorophenyl)butan-2-ol). Reactants: ( 2 ), Ba(OH)2.H2O, C(C=C)O[C@@H]1C[C@@H](C2=CC(=CC=C12)OC)NC[C@H]([C@H](CC1=CC(=CC(=C1)F)F)NC(OCC1=CC=CC=C1)=O)O (benzyl (2S,3R)-4-((1S,3R)-3-(allyloxy)-6-methoxy-2,3-dihydro-1H-inden-1-ylamino)-1-(3,5-difluorophenyl)-3-hydroxybutan-2-ylcarbamate). The solvent is COCCOC.O (DME H2O). Yield: 38.0%. Reported procedure: Step E (2): Ba(OH)2.H2O (267 mg, 1.41 mmol) was added to a vial charged with benzyl (2S,3R)-4-((1S,3R)-3-(allyloxy)-6-methoxy-2,3-dihydro-1H-inden-1-ylamino)-1-(3,5-difluorophenyl)-3-hydroxybutan-2-ylcarbamate (diastereomer A, 260 mg, 0.471 mmol) from stepE(1), DME/H2O (3 mL/2 mL). The sealed vial was heated at 110° C. for 18 h. Filtered the reaction mixture through a Pasture pipette/Kimwipe plug to remove solids. Rinsed the vessel and solids with fresh DME. The filtrate was evaporated in vacuo.... Starting materials: O=C([O-])O, CCCC[N+](CCCC)(CCCC)CCCC, CCOC(C)=O, CN1CCCC1=O, Cc1cc(F)c([N+](=O)[O-])c(F)c1, [I-], [Na+], NC1CCN(C2CCOCC2)CC1. Product: Cc1cc(F)c([N+](=O)[O-])c(NC2CCN(C3CCOCC3)CC2)c1. Reaction SMILES: [C:26](=[O:27])([OH:28])[O-:29].[CH2:38]([N+:39]([CH2:40][CH2:41][CH2:42][CH3:43])([CH2:44][CH2:45][CH2:46][CH3:47])[CH2:48][CH2:49][CH2:50][CH3:51])[CH2:52][CH2:53][CH3:54].[CH3:31][CH2:32][O:33][C:34](=[O:35])[CH3:36].[CH3:55][N:56]1[CH2:57][CH2:58][CH2:59][C:60]1=[O:61].[F:1][c:2]1[c:3]([N+:10](=[O:11])[O-:12])[c:4]([F:9])[cH:5][c:6]([CH3:8])[cH:7]1.[I-:37].[Na+:30].[O:13]1[CH2:14][CH2:15][CH:16]([N:19]2[CH2:20][CH2:21][CH:22]([NH2:25])[CH2:23][CH2:24]2)[CH2:17][CH2:18]1>>[c:2]1([NH:25][CH:22]2[CH2:21][CH2:20][N:19]([CH:16]3[CH2:15][CH2:14][O:13][CH2:18][CH2:17]3)[CH2:24][CH2:23]2)[c:3]([N+:10](=[O:11])[O-:12])[c:4]([F:9])[cH:5][c:6]([CH3:8])[cH:7]1.